The task is: describe an organic reaction: reactants, conditions, products, and yield. This data is from the Open Reaction Database (ORD), a public repository of structured organic reaction records. The reactants are N (ammonia), C(#N)C=1C(=NC=CC1)N(C)C (3-cyano-2-(dimethylamino)pyridine). Reagents/catalysts: [Ni] (Raney nickel). The solvent is C(C)O (ethanol). Reaction conditions: time 8 hour. Product: NCC=1C(=NC=CC1)N(C)C (3-(aminomethyl)-2-(dimethylamino)pyridine). Isolated yield 103.7%. As a reaction SMILES: N.[C:2]([C:4]1[C:5]([N:10]([CH3:12])[CH3:11])=[N:6][CH:7]=[CH:8][CH:9]=1)#[N:3]>[Ni].C(O)C>[NH2:3][CH2:2][C:4]1[C:5]([N:10]([CH3:12])[CH3:11])=[N:6][CH:7]=[CH:8][CH:9]=1. Procedure details: Saturated aqueous ammonia (17 ml) and Raney nickel (3.0 g) were added to a solution of 3-cyano-2-(dimethylamino)pyridine (2.45 g) in ethanol (50 ml) and the mixture was stirred at room temperature for 8 hours under a hydrogen atmosphere of 1 atmospheric pressure. After absorption of 760 ml of hydrogen, the catalyst was removed by filtration. By concentrating the mother liquid, 3-(aminomethyl)-2-(dimethylamino)pyridine (2.61 g) was obtained as a yellow oil. Starting materials: 105, C(C)OCCN1C(=NC2=C1C=CC=C2)NC2CCN(CCC2)C(=O)OCC (ethyl 4-[[1-(2-ethoxyethyl)-1H-benzimidazol-2-yl]amino]hexahydro-1H-azepine-1-carboxylate), [OH-].[K+] (potassium hydroxide), C(CO)O (1,2-ethanediol). Reaction conditions: time 8 hour. Product: C(C(=O)O)(=O)O.C(C)OCCN1C(=NC2=C1C=CC=C2)NC2CCNCCC2 (1-(2-ethoxyethyl)-N-(hexahydro-1H-azepin-4-yl)-1H-benzimidazol-2-amine ethanedioate), compound 37. The yield is 9.9%. Reaction SMILES: [CH2:1]([O:3][CH2:4][CH2:5][N:6]1[C:10]2[CH:11]=[CH:12][CH:13]=[CH:14][C:9]=2[N:8]=[C:7]1[NH:15][CH:16]1[CH2:22][CH2:21][CH2:20][N:19](C(OCC)=O)[CH2:18][CH2:17]1)[CH3:2].[OH-:28].[K+].[CH2:30]([OH:33])[CH2:31][OH:32]>>[C:30]([OH:3])(=[O:33])[C:31]([OH:32])=[O:28].[CH2:1]([O:3][CH2:4][CH2:5][N:6]1[C:10]2[CH:11]=[CH:12][CH:13]=[CH:14][C:9]=2[N:8]=[C:7]1[NH:15][CH:16]1[CH2:22][CH2:21][CH2:20][NH:19][CH2:18][CH2:17]1)[CH3:2] |f:1.2,4.5|. Procedure: A mixture of 105 parts of ethyl 4-[[1-(2-ethoxyethyl)-1H-benzimidazol-2-yl]amino]hexahydro-1H-azepine-1-carboxylate, 79 parts of potassium hydroxide and 833 parts of 1,2-ethanediol was stirred overnight at reflux temperature. The reaction mixture was distilled in vacuo and the residue was taken up in dichloromethane. The organic phase was filtered and the filtrate was evaporated. The residue was purified by column chromatography over silica gel using a mixture of trichloromethane and methanol (9... The reactants are Cc1cc(Br)ccc1S(=O)(=O)NCCN1CCOCC1, NN=C(c1ccccc1)c1ccccc1, CC1(C)c2cccc(P(c3ccccc3)c3ccccc3)c2Oc2c(P(c3ccccc3)c3ccccc3)cccc21, CC(C)(C)[O-], Cc1ccccc1, [Na+], CC(=O)[O-], CC(=O)[O-], [Pd+2]. The product is Cc1cc(NN=C(c2ccccc2)c2ccccc2)ccc1S(=O)(=O)NCCN1CCOCC1. RXN SMILES: [Br:1][c:2]1[cH:3][c:4]([CH3:20])[c:5]([S:8](=[O:9])(=[O:10])[NH:11][CH2:12][CH2:13][N:14]2[CH2:15][CH2:16][O:17][CH2:18][CH2:19]2)[cH:6][cH:7]1.[C:21]([c:22]1[cH:23][cH:24][cH:25][cH:26][cH:27]1)([c:28]1[cH:29][cH:30][cH:31][cH:32][cH:33]1)=[N:34][NH2:35].[CH3:36][C:37]1([CH3:38])[c:39]2[cH:40][cH:41][cH:42][c:43]([P:44]([c:45]3[cH:46][cH:47][cH:48][cH:49][cH:50]3)[c:51]3[cH:52][cH:53][cH:54][cH:55][cH:56]3)[c:57]2[O:58][c:59]2[c:60]1[cH:61][cH:62][cH:63][c:64]2[P:65]([c:66]1[cH:67][cH:68][cH:69][cH:70][cH:71]1)[c:72]1[cH:73][cH:74][cH:75][cH:76][cH:77]1.[CH3:78][C:79]([CH3:80])([O-:81])[CH3:82].[CH3:84][c:85]1[cH:86][cH:87][cH:88][cH:89][cH:90]1.[Na+:83].[O-:92][C:93]([CH3:94])=[O:95].[O-:96][C:97]([CH3:98])=[O:99].[Pd+2:91]>>[c:2]1([NH:35][N:34]=[C:21]([c:22]2[cH:23][cH:24][cH:25][cH:26][cH:27]2)[c:28]2[cH:29][cH:30][cH:31][cH:32][cH:33]2)[cH:3][c:4]([CH3:20])[c:5]([S:8](=[O:9])(=[O:10])[NH:11][CH2:12][CH2:13][N:14]2[CH2:15][CH2:16][O:17][CH2:18][CH2:19]2)[cH:6][cH:7]1. Reactants: COC1=CC=C2CCC(C2=C1)=CC#N ((6-methoxyindan-1-ylidene) acetonitrile), N.C(C)O (ammonia ethanol). The reagents and catalysts are [Co] (cobalt). The solvent is C(C)O (ethanol). Reaction conditions: time 32 hour. Yields the product NC\C=C\1/CCC2=CC=C(C=C12)OC ((E)-1-(2-Aminoethylidene)-6-methoxyindan). The yield is 85.6%. Reaction SMILES: [CH3:1][O:2][C:3]1[CH:11]=[C:10]2[C:6]([CH2:7][CH2:8][C:9]2=[CH:12][C:13]#[N:14])=[CH:5][CH:4]=1.N.C(O)C>C(O)C.[Co]>[NH2:14][CH2:13]/[CH:12]=[C:9]1\[CH2:8][CH2:7][C:6]2[C:10]\1=[CH:11][C:3]([O:2][CH3:1])=[CH:4][CH:5]=2 |f:1.2|. Procedure details: To a solution of (6-methoxyindan-1-ylidene) acetonitrile (1.60 g, 8.64 mmol) in ethanol (80 ml) were added a 2M ammonia/ethanol solution (40 ml) and Raney cobalt (1.6 g). The mixture was stirred, under hydrogen atmosphere (4 kgf/cm2), for 32 hours at 40° C., and for further 8 hours at 70° C. The Raney cobalt was filtered off, then the solvent was distilled off under reduced pressure. The residue was purified by means of a silica gel column chromatography (chloroform:methanol=9:1 to chloroform:me... The reactants are C(CCC)(=O)C1C(CC(CC1=O)CCSC1=NC=C(C=C1)C(F)(F)F)=O (2-butyryl-5-[2-(5-trifluoromethyl-2-pyridylthio)ethyl]cyclohexane-1,3-dione), Cl.C(C)ON (ethoxyamine hydrochloride), [OH-].[Na+] (sodium hydroxide). Run in C(C)O (ethanol), O (water), O (water). Conditions: time 2.5 hour. Yields the product C(C)ONC(CCC)=C1C(CC(CC1=O)CCSC1=NC=C(C=C1)C(F)(F)F)=O (2-(1-ethoxyaminobutylidene)-5-[2-(5-trifluoromethyl-2-pyridylthio)ethyl]cyclohexane-1,3-dione). As a reaction SMILES: [C:1]([CH:6]1[C:11](=[O:12])[CH2:10][CH:9]([CH2:13][CH2:14][S:15][C:16]2[CH:21]=[CH:20][C:19]([C:22]([F:25])([F:24])[F:23])=[CH:18][N:17]=2)[CH2:8][C:7]1=[O:26])(=O)[CH2:2][CH2:3][CH3:4].Cl.[CH2:28]([O:30][NH2:31])[CH3:29].[OH-].[Na+]>C(O)C.O>[CH2:28]([O:30][NH:31][C:1](=[C:6]1[C:11](=[O:12])[CH2:10][CH:9]([CH2:13][CH2:14][S:15][C:16]2[CH:21]=[CH:20][C:19]([C:22]([F:24])([F:25])[F:23])=[CH:18][N:17]=2)[CH2:8][C:7]1=[O:26])[CH2:2][CH2:3][CH3:4])[CH3:29] |f:1.2,3.4|. Reported procedure: 0.6 Gram of 2-butyryl-5-[2-(5-trifluoromethyl-2-pyridylthio)ethyl]cyclohexane-1,3-dione was dissolved in a mixed solvent of 10 ml of ethanol and 1 ml of water, and 0.2 g of ethoxyamine hydrochloride and 0.07 g of sodium hydroxide were added to the resulting solution which was then stirred at room temperature for 2.5 hours. The reaction solution was poured into water, weakly acidified and extracted with ethyl acetate. After removing ethyl acetate, the residue was purified by thin layer chromatogr... The reactants are CC(C)(C)OC(=O)NC1N=C(c2ccccc2F)c2ccccc2NC1=O, CN(C)C=O, O=C(CCl)N1CC2CC3CC(C2)CC1C3, [H-], [I-], [Na+], [Na+]. The product is CC(C)(C)OC(=O)NC1N=C(c2ccccc2F)c2ccccc2N(CC(=O)N2CC3CC4CC(C3)CC2C4)C1=O. Reaction SMILES: [C:3]([CH3:4])([CH3:5])([CH3:6])[O:7][C:8](=[O:9])[NH:10][CH:11]1[C:12](=[O:29])[NH:13][c:14]2[c:15]([cH:25][cH:26][cH:27][cH:28]2)[C:16]([c:18]2[c:19]([F:24])[cH:20][cH:21][cH:22][cH:23]2)=[N:17]1.[CH3:47][N:48]([CH3:49])[CH:50]=[O:51].[Cl:32][CH2:33][C:34](=[O:35])[N:36]1[CH:37]2[CH2:38][CH:39]3[CH2:40][CH:41]([CH2:42][CH:43]([CH2:44]1)[CH2:45]3)[CH2:46]2.[H-:1].[I-:31].[Na+:2].[Na+:30]>>[C:3]([CH3:4])([CH3:5])([CH3:6])[O:7][C:8](=[O:9])[NH:10][CH:11]1[C:12](=[O:29])[N:13]([CH2:33][C:34](=[O:35])[N:36]2[CH:37]3[CH2:38][CH:39]4[CH2:40][CH:41]([CH2:42][CH:43]([CH2:44]2)[CH2:45]4)[CH2:46]3)[c:14]2[c:15]([cH:25][cH:26][cH:27][cH:28]2)[C:16]([c:18]2[c:19]([F:24])[cH:20][cH:21][cH:22][cH:23]2)=[N:17]1. Starting materials: C(=O)(C(F)(F)F)O (TFA), C(=O)(OC(C)(C)C)N1[C@@H](CC1)COC=1C=NC(=CC1)C (3-((1-BOC-2-(S)-azetidinyl)methoxy)-6-methylpyridine), C(Cl)Cl (methylene chloride), C(=O)([O-])[O-].[K+].[K+] (K2CO3). Reaction conditions: temperature 0 celsius, time 3 hour. Yields the product Cl.Cl.CN1[C@@H](CC1)COC=1C=NC(=CC1)C (3-((1-methyl-2-(S)-azetidinyl)methoxy)-6-methylpyridine dihydrochloride). RXN SMILES: [C:1]([N:8]1[CH2:11][CH2:10][C@H:9]1[CH2:12][O:13][C:14]1[CH:15]=[N:16][C:17]([CH3:20])=[CH:18][CH:19]=1)(OC(C)(C)C)=O.C(O)(C(F)(F)F)=O.C([O-])([O-])=O.[K+].[K+].C(Cl)[Cl:35]>>[ClH:35].[ClH:35].[CH3:1][N:8]1[CH2:11][CH2:10][C@H:9]1[CH2:12][O:13][C:14]1[CH:15]=[N:16][C:17]([CH3:20])=[CH:18][CH:19]=1 |f:2.3.4,6.7.8|. Procedure details: A 1.3 g sample of the compound from step 59a above was dissolved in 6 mL of methylene chloride, the solution was cooled to 0° C., and 4 mL of TFA was added. The reaction mixture was stirred at 0° C. for 3 hours, then poured into a satd solution of K2CO3. The organic layer was separated, the aqueous layer extracted with additional methylene chloride, the organics combined, and the solvent removed. The residue was dissolved in ethanol, the solution was cooled to 0° C., and excess NaCNBH3 was added... Reactants: C(=O)(N1C=NC=C1)N1C=NC=C1 (1,1′-Carbonyldiimidazole), BrC=1C=NC=C(C(=O)O)C1 (5-bromonicotinic acid), C1(=CC=CC=C1)C1=NNCC1 (3-phenyl-2-pyrazoline). Solvent: CN(C)C=O (DMF), CN(C)C=O (DMF). Conditions: time 1 hour. Yields the product BrC=1C=NC=C(C(=O)N2N=C(CC2)C2=CC=CC=C2)C1 (1-(5-bromonicotinoyl)-3-phenyl-2-pyrazoline). Yield: 42.8%. RXN SMILES: C(N1C=CN=C1)(N1C=CN=C1)=O.[Br:13][C:14]1[CH:15]=[N:16][CH:17]=[C:18]([CH:22]=1)[C:19]([OH:21])=O.[C:23]1([C:29]2[CH2:33][CH2:32][NH:31][N:30]=2)[CH:28]=[CH:27][CH:26]=[CH:25][CH:24]=1>CN(C=O)C>[Br:13][C:14]1[CH:15]=[N:16][CH:17]=[C:18]([CH:22]=1)[C:19]([N:31]1[CH2:32][CH2:33][C:29]([C:23]2[CH:24]=[CH:25][CH:26]=[CH:27][CH:28]=2)=[N:30]1)=[O:21]. Procedure: 1,1′-Carbonyldiimidazole (1.7 g) was added to a solution of 5-bromonicotinic acid (2 g) dissolved in DMF (20 ml), at room temperature. The mixture was stirred for 1 hour in a nitrogen atmosphere. To the reaction mixture was dropwise added a solution of 3-phenyl-2-pyrazoline (5.7 g) dissolved in DMF (15 ml), with ice-cooling. The mixture was stirred at room temperature for 12 hours. The reaction mixture was concentrated. The residue was dissolved in chloroform. The solution was washed with ice wa... Reactants: N1=CC=CC=C1 (pyridine), O (water), C(C)(=O)OC(C)=O (acetic anhydride), O[C@H]1[C@@H](C2=C(OC1(C)C)C=CC(=C2)C#N)N2C(C=C(C=C2)CO[Si](C)(C)C(C)(C)C)=O (trans-3-hydroxy-6-cyano-3,4-dihydro-2,2-dimethyl-4-(1,2-dihydro-2-oxo-4-t-butyldimethylsilyloxymethyl- 1-pyridinyl)-2H-benzo[b]pyran). The reagents and catalysts are CN(C1=CC=NC=C1)C (4-dimethylaminopyridine). The solvent is C(Cl)Cl (methylene chloride). Product: C(C)(=O)O[C@H]1[C@@H](C2=C(OC1(C)C)C=CC(=C2)C#N)N2C(C=C(C=C2)CO[Si](C)(C)C(C)(C)C)=O (trans-3-acetoxy-6-cyano-3,4-dihydro-2,2-dimethyl-4-(1,2-dihydro-2-oxo-4-t-butyldimethylsilyloxymethyl-1-pyridinyl)-2H-benzo[b]pyran). RXN SMILES: [OH:1][C@@H:2]1[C:7]([CH3:9])([CH3:8])[O:6][C:5]2[CH:10]=[CH:11][C:12]([C:14]#[N:15])=[CH:13][C:4]=2[C@H:3]1[N:16]1[CH:21]=[CH:20][C:19]([CH2:22][O:23][Si:24]([C:27]([CH3:30])([CH3:29])[CH3:28])([CH3:26])[CH3:25])=[CH:18][C:17]1=[O:31].N1C=CC=CC=1.[C:38](OC(=O)C)(=[O:40])[CH3:39].O>C(Cl)Cl.CN(C)C1C=CN=CC=1>[C:38]([O:1][C@@H:2]1[C:7]([CH3:9])([CH3:8])[O:6][C:5]2[CH:10]=[CH:11][C:12]([C:14]#[N:15])=[CH:13][C:4]=2[C@H:3]1[N:16]1[CH:21]=[CH:20][C:19]([CH2:22][O:23][Si:24]([C:27]([CH3:30])([CH3:29])[CH3:28])([CH3:26])[CH3:25])=[CH:18][C:17]1=[O:31])(=[O:40])[CH3:39]. Procedure details: In 15 ml of anhydrous methylene chloride, is dissolved 1.32 g of trans-3-hydroxy-6-cyano-3,4-dihydro-2,2-dimethyl-4-(1,2-dihydro-2-oxo-4-t-butyldimethylsilyloxymethyl-1-pyridinyl)-2H-benzo[b]pyran obtained in Example 1. Then, 0.49 ml of pyridine and 73 mg of 4-dimethylaminopyridine are added. Then, 0.43 ml of acetic anhydride is dropped thereinto at 0° C. and reacted at room temperature for 30 minutes. After stopping the reaction by adding water to the reaction mixture, it is extracted with ethe... Starting materials: 3-β-[N(N′,N′,N′-trimethylethane)carbamoyl]cholesterol, quaternary ammonium, C[C@H](CCCC(C)C)[C@H]1CC[C@@H]2[C@@]1(CC[C@H]3[C@H]2CC=C4[C@@]3(CC[C@@H](C4)OC(=O)NCCN(C)C)C)C.Cl (DC-Chol), IC (iodomethane). Yields the product CC(C)CCC[C@@H](C)[C@H]1CC[C@H]2[C@@H]3CC=C4C[C@@H](O)CC[C@]4(C)[C@H]3CC[C@]12C (Cholesterol). As a reaction SMILES: [CH3:1][C@@H:2]([C@@H:9]1[C@@:13]2([CH3:36])[CH2:14][CH2:15][C@@H:16]3[C@@:21]4([CH3:35])[CH2:22][CH2:23][C@H:24]([O:26]C(NCCN(C)C)=O)[CH2:25][C:20]4=[CH:19][CH2:18][C@H:17]3[C@@H:12]2[CH2:11][CH2:10]1)[CH2:3][CH2:4][CH2:5][CH:6]([CH3:8])[CH3:7].Cl.IC>>[CH3:8][CH:6]([CH2:5][CH2:4][CH2:3][C@H:2]([C@@H:9]1[C@:13]2([CH3:36])[C@H:12]([C@H:17]3[C@H:16]([CH2:15][CH2:14]2)[C@:21]2([CH3:35])[C:20]([CH2:25][C@H:24]([CH2:23][CH2:22]2)[OH:26])=[CH:19][CH2:18]3)[CH2:11][CH2:10]1)[CH3:1])[CH3:7] |f:0.1|. Procedure details: 3-β-[N(N′,N′,N′-trimethylethane)carbamoyl]cholesterol (TC-Chol), a quaternary ammonium derivative of Chol, was synthesized by methylation of DC-Chol with iodomethane.